Dataset: the Open Reaction Database (ORD), a public repository of structured organic reaction records. Task: describe an organic reaction: reactants, conditions, products, and yield Starting materials: CCCC[Sn](CCCC)(CCCC)c1ccc([N+](=O)[O-])cc1, Cc1ccccc1, COc1c(I)c(=O)c2ccc(Cl)cc2[nH]c1=O. Yields the product COc1c(-c2ccc([N+](=O)[O-])cc2)c(=O)c2ccc(Cl)cc2[nH]c1=O. RXN SMILES: [CH2:18]([Sn:19]([CH2:20][CH2:21][CH2:22][CH3:32])([c:23]1[cH:24][cH:25][c:26]([N+:29](=[O:30])[O-:31])[cH:27][cH:28]1)[CH2:33][CH2:34][CH2:35][CH3:36])[CH2:37][CH2:38][CH3:39].[CH3:40][c:41]1[cH:42][cH:43][cH:44][cH:45][cH:46]1.[Cl:1][c:2]1[cH:3][cH:4][c:5]2[c:6]([nH:7][c:8](=[O:16])[c:9]([O:14][CH3:15])[c:10]([I:13])[c:11]2=[O:12])[cH:17]1>>[Cl:1][c:2]1[cH:3][cH:4][c:5]2[c:6]([nH:7][c:8](=[O:16])[c:9]([O:14][CH3:15])[c:10](-[c:23]3[cH:24][cH:25][c:26]([N+:29](=[O:30])[O-:31])[cH:27][cH:28]3)[c:11]2=[O:12])[cH:17]1. Starting materials: ClC1=CC=C(C=C1)C1CCCC(N1C1=CC=C(C=C1)F)=O (6-(4-chlorophenyl)-1-(4-fluorophenyl)-2-piperidone), CN(C=O)C (dimethylformamide). Reagents/catalysts: [C].[Pd] (palladium-carbon). The solvent is C(=O)O (formic acid). Yields the product FC1=CC=C(C=C1)N1C(CCCC1C1=CC=CC=C1)=O (1-(4-fluorophenyl)-6-phenyl-2-piperidone). Yield: 60.8%. As a reaction SMILES: Cl[C:2]1[CH:7]=[CH:6][C:5]([CH:8]2[N:13]([C:14]3[CH:19]=[CH:18][C:17]([F:20])=[CH:16][CH:15]=3)[C:12](=[O:21])[CH2:11][CH2:10][CH2:9]2)=[CH:4][CH:3]=1.CN(C)C=O>[C].[Pd].C(O)=O>[F:20][C:17]1[CH:16]=[CH:15][C:14]([N:13]2[CH:8]([C:5]3[CH:4]=[CH:3][CH:2]=[CH:7][CH:6]=3)[CH2:9][CH2:10][CH2:11][C:12]2=[O:21])=[CH:19][CH:18]=1 |f:2.3|. Procedure details: A mixture of 2.32 g of 6-(4-chlorophenyl)-1-(4-fluorophenyl)-2-piperidone, 25 ml of dimethylformamide, 5 ml of formic acid, and 1.0 g of palladium-carbon was refluxed for 6 hours. The catalyst was filtered off, and the filtrate was extracted with ethyl acetate. The ethyl acetate solution was washed with water and an aqueous sodium hydrogen carbonate solution and dried. After removal of the solvent, the residue was recrystallized from a mixture of isopropyl ether and n-hexane to give 1.25 g of 1-... Reactants: N1(CCCCC1)CC=1C=C(OCCCN)C=CC1 (3-[3-(Piperidinomethyl)phenoxy]propylamine), BrC1=NC=CC(C1)=O (2-bromopyrid-4-one). Solvent: Cl (hydrochloric acid). The product is N1(CCCCC1)CC=1C=C(OCCCNC2=NC=CC(C2)=O)C=CC1 (2-[3-[3-(Piperidinomethyl)phenoxy]propylamino]-pyrid-4-one). Isolated yield 58.8%. RXN SMILES: [N:1]1([CH2:7][C:8]2[CH:9]=[C:10]([CH:16]=[CH:17][CH:18]=2)[O:11][CH2:12][CH2:13][CH2:14][NH2:15])[CH2:6][CH2:5][CH2:4][CH2:3][CH2:2]1.Br[C:20]1[CH2:25][C:24](=[O:26])[CH:23]=[CH:22][N:21]=1>Cl>[N:1]1([CH2:7][C:8]2[CH:9]=[C:10]([CH:16]=[CH:17][CH:18]=2)[O:11][CH2:12][CH2:13][CH2:14][NH:15][C:22]2[CH2:23][C:24](=[O:26])[CH:25]=[CH:20][N:21]=2)[CH2:6][CH2:5][CH2:4][CH2:3][CH2:2]1. Reported procedure: 3-[3-(Piperidinomethyl)phenoxy]propylamine (14.84 g) and 2-bromopyrid-4-one (5.20 g) were stirred together at 165°-170° C. for 4 hours. The reaction mixture was cooled to give a dark orange glassy solid which was dissolved in 2N hydrochloric acid to give a solution having a pH of 4.5. This solution was washed thoroughly with diethyl ether (8×) and chloroform (4×) to remove residual 2-bromopyrid-4-one and some by-product. The aqueous phase was taken to pH 9-10 with 2N sodium hydroxide and extract... Starting materials: C(C)(C)(C)OC(NC1=CC=C(C=C1)SC1=C(C=C(C=C1)S(NC1=CC=C(C=C1)Br)(=O)=O)NC=1C2=C(N=CN1)N=C(C=C2)C(C)C)=O ({4-[4-(4-Bromo-phenylsulfamoyl)-2-(7-isopropyl-pyrido[2,3-d]pyrimidin-4-ylamino)-phenylsulfanyl]-phenyl}-carbamic acid tert-butyl ester), FC(C(=O)O)(F)F (trifluoroacetic acid). Solvent: C(Cl)Cl (methylene chloride). Yields the product NC1=CC=C(C=C1)SC1=C(C=C(C=C1)S(=O)(=O)NC1=CC=C(C=C1)Br)NC=1C2=C(N=CN1)N=C(C=C2)C(C)C (4-(4-Amino-phenylsulfanyl)-N-(4-bromo-phenyl)-3-(7-isopropyl-pyrido[2,3-d]pyrimidin-4-ylamino)-benzenesulfonamide), FC(C(=O)O)(F)F (trifluoroacetic acid). Isolated yield 48.0%. As a reaction SMILES: C(OC(=O)[NH:7][C:8]1[CH:13]=[CH:12][C:11]([S:14][C:15]2[CH:20]=[CH:19][C:18]([S:21](=[O:31])(=[O:30])[NH:22][C:23]3[CH:28]=[CH:27][C:26]([Br:29])=[CH:25][CH:24]=3)=[CH:17][C:16]=2[NH:32][C:33]2[C:34]3[CH:42]=[CH:41][C:40]([CH:43]([CH3:45])[CH3:44])=[N:39][C:35]=3[N:36]=[CH:37][N:38]=2)=[CH:10][CH:9]=1)(C)(C)C.[F:47][C:48]([F:53])([F:52])[C:49]([OH:51])=[O:50]>C(Cl)Cl>[NH2:7][C:8]1[CH:13]=[CH:12][C:11]([S:14][C:15]2[CH:20]=[CH:19][C:18]([S:21]([NH:22][C:23]3[CH:28]=[CH:27][C:26]([Br:29])=[CH:25][CH:24]=3)(=[O:30])=[O:31])=[CH:17][C:16]=2[NH:32][C:33]2[C:34]3[CH:42]=[CH:41][C:40]([CH:43]([CH3:45])[CH3:44])=[N:39][C:35]=3[N:36]=[CH:37][N:38]=2)=[CH:10][CH:9]=1.[F:47][C:48]([F:53])([F:52])[C:49]([OH:51])=[O:50]. Procedure details: The product from Example 458E (44 mg, 0.061 mmol) was treated with trifluoroacetic acid (2 mL) in methylene chloride (2 mL) at room temperature for 30 minutes. The solvents were removed by rotary evaporation under vacuum and the residual oil dried under hi-vacuum. Purification by silica gel chromatography using 5% methanol/methylene chloride as eluent provided the title compound as a trifluoroacetic acid salt (25 mg, 48%). 1H NMR (300 MHz, DMSO-D6) δ ppm: 1.35 (d, J=6.62 Hz, 6 H), 3.13-3.38 (m, ... Reactants: CC(C)(C)O, C=CCC(CN(C)C(=O)c1cc(C2C=NN=N2)ccc1OC)c1ccccc1, CC(C)=O, C[N+]1([O-])CCOCC1, ClCCl, C1CCOC1, O, O, O=[Os](=O)(=O)=O. Yields the product COc1ccc(C2C=NN=N2)cc1C(=O)N(C)CC(CC=O)c1ccccc1. RXN SMILES: [C:33]([OH:34])([CH3:35])([CH3:36])[CH3:37].[CH3:1][N:2]([C:3]([c:4]1[c:5]([O:15][CH3:16])[cH:6][cH:7][c:8]([CH:10]2[N:11]=[N:12][N:13]=[CH:14]2)[cH:9]1)=[O:17])[CH2:18][CH:19]([CH2:20][CH:21]=[CH2:22])[c:23]1[cH:24][cH:25][cH:26][cH:27][cH:28]1.[CH3:29][C:30]([CH3:31])=[O:32].[CH3:38][N+:39]1([O-:45])[CH2:40][CH2:41][O:42][CH2:43][CH2:44]1.[Cl:46][CH2:47][Cl:48].[O:55]1[CH2:56][CH2:57][CH2:58][CH2:59]1.[OH2:54].[OH2:60].[Os:49](=[O:50])(=[O:51])(=[O:52])=[O:53]>>[CH3:1][N:2]([C:3]([c:4]1[c:5]([O:15][CH3:16])[cH:6][cH:7][c:8]([CH:10]2[N:11]=[N:12][N:13]=[CH:14]2)[cH:9]1)=[O:17])[CH2:18][CH:19]([CH2:20][CH:21]=[O:32])[c:23]1[cH:24][cH:25][cH:26][cH:27][cH:28]1. Reactants: CC(CC1CC1)c1cc(O)c2c(c1)OC(C)(C)c1ccncc1-2, CC(=O)OC(C)=O, c1ccncc1. The product is CC(=O)Oc1cc(C(C)CC2CC2)cc2c1-c1cnccc1C(C)(C)O2. Reaction SMILES: [CH3:1][C:2]1([CH3:23])[O:3][c:4]2[c:5]([c:6]([OH:16])[cH:7][c:8]([CH:10]([CH3:11])[CH2:12][CH:13]3[CH2:14][CH2:15]3)[cH:9]2)-[c:17]2[c:18]1[cH:19][cH:20][n:21][cH:22]2.[CH3:24][C:25](=[O:26])[O:27][C:28](=[O:29])[CH3:30].[cH:31]1[cH:32][cH:33][n:34][cH:35][cH:36]1>>[CH3:1][C:2]1([CH3:23])[O:3][c:4]2[c:5]([c:6]([O:16][C:25]([CH3:24])=[O:26])[cH:7][c:8]([CH:10]([CH3:11])[CH2:12][CH:13]3[CH2:14][CH2:15]3)[cH:9]2)-[c:17]2[c:18]1[cH:19][cH:20][n:21][cH:22]2.